From a dataset of the Open Reaction Database (ORD), a public repository of structured organic reaction records. describe an organic reaction: reactants, conditions, products, and yield Starting materials: ClCCl (dichloromethane), BrC1=CC=C(O1)C(=O)N1C(CN(CC1)C(=O)OC(C)(C)C)COC=1C=NC=CC1 (tert-butyl 4-(5-bromofuran-2-carbonyl)-3-((pyridin-3-yloxy)methyl)piperazine-1-carboxylate), ClC1=C(C=CC=C1)B(O)O (2-chlorobenzeneboronic acid), C([O-])([O-])=O.[Na+].[Na+] (sodium carbonate). The solvent is C1(=CC=CC=C1)C (toluene), O1CCOCC1 (1,4-dioxane), O (water). Run at temperature 80 celsius. Yields the product ClC1=C(C=CC=C1)C1=CC=C(O1)C(=O)N1C(CN(CC1)C(=O)OC(C)(C)C)COC=1C=NC=CC1 (tert-butyl 4-(5-(2-chlorophenyl)furan-2-carbonyl)-3-((pyridin-3-yloxy)methyl)piperazine-1-carboxylate). RXN SMILES: ClCCl.Br[C:5]1[O:9][C:8]([C:10]([N:12]2[CH2:17][CH2:16][N:15]([C:18]([O:20][C:21]([CH3:24])([CH3:23])[CH3:22])=[O:19])[CH2:14][CH:13]2[CH2:25][O:26][C:27]2[CH:28]=[N:29][CH:30]=[CH:31][CH:32]=2)=[O:11])=[CH:7][CH:6]=1.[Cl:33][C:34]1[CH:39]=[CH:38][CH:37]=[CH:36][C:35]=1B(O)O.C(=O)([O-])[O-].[Na+].[Na+]>C1(C)C=CC=CC=1.O1CCOCC1.O>[Cl:33][C:34]1[CH:39]=[CH:38][CH:37]=[CH:36][C:35]=1[C:5]1[O:9][C:8]([C:10]([N:12]2[CH2:17][CH2:16][N:15]([C:18]([O:20][C:21]([CH3:22])([CH3:23])[CH3:24])=[O:19])[CH2:14][CH:13]2[CH2:25][O:26][C:27]2[CH:28]=[N:29][CH:30]=[CH:31][CH:32]=2)=[O:11])=[CH:7][CH:6]=1 |f:3.4.5|. Procedure: [1,1′-bis(diphenylphosphino)ferrocene]-dichloropalladium(II) complex with dichloromethane (1:1) (7 mg, 0.008 mmol) was added to a mixture of tert-butyl 4-(5-bromofuran-2-carbonyl)-3-((pyridin-3-yloxy)methyl)piperazine-1-carboxylate (75 mg, 0.16 mmol), 2-chlorobenzeneboronic acid (50 mg, 0.32 mmol) and sodium carbonate (34 mg, 0.32 mmol) in toluene (4 mL), 1,4-dioxane (1 mL), and water (1 mL). The reaction mixture was heated to 80° C. for 2 h. Upon cooling to room temperature, the reaction mixtur...